The task is: describe an organic reaction: reactants, conditions, products, and yield. This data is from the Open Reaction Database (ORD), a public repository of structured organic reaction records. The reactants are C1(CC1)C=1C=CC(=NC1OCC1CC1)C(=O)O (5-cyclopropyl-6-cyclopropylmethoxy-pyridine-2-carboxylic acid), N1C(CCCC1)C(=O)N (2-piperidinecarboxamide). Product: C1(CC1)C=1C=CC(=NC1OCC1CC1)C(=O)N1C(CCCC1)C(=O)N (1-(5-Cyclopropyl-6-cyclopropylmethoxy-pyridine-2-carbonyl)-piperidine-2-carboxylic acid amide). Reaction SMILES: [CH:1]1([C:4]2[CH:5]=[CH:6][C:7]([C:15]([OH:17])=O)=[N:8][C:9]=2[O:10][CH2:11][CH:12]2[CH2:14][CH2:13]2)[CH2:3][CH2:2]1.[NH:18]1[CH2:23][CH2:22][CH2:21][CH2:20][CH:19]1[C:24]([NH2:26])=[O:25]>>[CH:1]1([C:4]2[CH:5]=[CH:6][C:7]([C:15]([N:18]3[CH2:23][CH2:22][CH2:21][CH2:20][CH:19]3[C:24]([NH2:26])=[O:25])=[O:17])=[N:8][C:9]=2[O:10][CH2:11][CH:12]2[CH2:13][CH2:14]2)[CH2:2][CH2:3]1. Procedure: The title compound was synthesized in analogy to Example 47 b, using 5-cyclopropyl-6-cyclopropylmethoxy-pyridine-2-carboxylic acid (Example 3 c, 100 mg, 429 μmol) and 2-piperidinecarboxamide (CAN 19889-77-1, 60.4 mg, 472 μmol) as starting materials and isolated (135 mg, 92%) as white solid; LC-MS (UV peak area, ESI) 100%, 344.1972 [MH+]. The reactants are C(C)(C)(C)C1=CC(=C(C=N1)C=1N([C@]([C@](N1)(C)C1=CC=C(C=C1)Cl)(C)C1=CC=C(C=C1)Cl)C(=O)Cl)OCC ((4S,5R)-2-(6-tert-butyl-4-ethoxy-pyridin-3-yl)-4,5-bis-(4-chloro-phenyl)-4,5-dimethyl-4,5-dihydro-imidazole-1-carbonyl chloride), C(C)N(C1CCNCC1)CC (diethyl-4-piperidinylamine). The product is C(C)(C)(C)C1=CC(=C(C=N1)C=1N([C@]([C@](N1)(C)C1=CC=C(C=C1)Cl)(C)C1=CC=C(C=C1)Cl)C(=O)N1CCC(CC1)N(CC)CC)OCC ([(4S,5R)-2-(6-tert-Butyl-4-ethoxy-pyridin-3-yl)-4,5-bis-(4-chloro-phenyl)-4,5-dimethyl-4,5-dihydro-imidazol-1-yl]-(4-diethylamino-piperidin-1-yl)-methanone). As a reaction SMILES: [C:1]([C:5]1[N:10]=[CH:9][C:8]([C:11]2[N:12]([C:32](Cl)=[O:33])[C@@:13]([C:25]3[CH:30]=[CH:29][C:28]([Cl:31])=[CH:27][CH:26]=3)([CH3:24])[C@@:14]([C:17]3[CH:22]=[CH:21][C:20]([Cl:23])=[CH:19][CH:18]=3)([CH3:16])[N:15]=2)=[C:7]([O:35][CH2:36][CH3:37])[CH:6]=1)([CH3:4])([CH3:3])[CH3:2].[CH2:38]([N:40]([CH2:47][CH3:48])[CH:41]1[CH2:46][CH2:45][NH:44][CH2:43][CH2:42]1)[CH3:39]>>[C:1]([C:5]1[N:10]=[CH:9][C:8]([C:11]2[N:12]([C:32]([N:44]3[CH2:45][CH2:46][CH:41]([N:40]([CH2:47][CH3:48])[CH2:38][CH3:39])[CH2:42][CH2:43]3)=[O:33])[C@@:13]([C:25]3[CH:26]=[CH:27][C:28]([Cl:31])=[CH:29][CH:30]=3)([CH3:24])[C@@:14]([C:17]3[CH:22]=[CH:21][C:20]([Cl:23])=[CH:19][CH:18]=3)([CH3:16])[N:15]=2)=[C:7]([O:35][CH2:36][CH3:37])[CH:6]=1)([CH3:4])([CH3:2])[CH3:3]. Procedure: In a manner analogous to the method described in examples 8, (4S,5R)-2-(6-tert-butyl-4-ethoxy-pyridin-3-yl)-4,5-bis-(4-chloro-phenyl)-4,5-dimethyl-4,5-dihydro-imidazole-1-carbonyl chloride (example 51) was coupled with diethyl-4-piperidinylamine (Astatech) to give the title compound. HR-MS (ES, m/z) calculated for C38H50Cl2N5O2 [(M+H)+] 678.3336, observed 678.3335. Reactants: [OH-].[NH4+] (Ammonium hydroxide), C(C)(C)(C)OC(=O)N[C@H](C(=O)O)CC(C)C ((S)-2-(tert-butoxycarbonylamino)-4-methylpentanoic acid), C(=O)(OC(C)(C)C)OC(=O)OC(C)(C)C (di-tert-butyl dicarbonate), N1=CC=CC=C1 (pyridine). Run in CC#N (CH3CN). Run at time 20 minute. The product is NC([C@H](CC(C)C)NC(OC(C)(C)C)=O)=O ((S)-tert-Butyl 1-amino-4-methyl-1-oxopentan-2-ylcarbamate). Isolated yield 86.0%. As a reaction SMILES: [C:1]([O:5][C:6]([NH:8][C@@H:9]([CH2:13][CH:14]([CH3:16])[CH3:15])[C:10](O)=[O:11])=[O:7])([CH3:4])([CH3:3])[CH3:2].C(OC(OC(C)(C)C)=O)(OC(C)(C)C)=O.[N:32]1C=CC=CC=1.[OH-].[NH4+]>CC#N>[NH2:32][C:10](=[O:11])[C@@H:9]([NH:8][C:6](=[O:7])[O:5][C:1]([CH3:4])([CH3:3])[CH3:2])[CH2:13][CH:14]([CH3:16])[CH3:15] |f:3.4|. Procedure: A mixture of (S)-2-(tert-butoxycarbonylamino)-4-methylpentanoic acid (1.8 g), di-tert-butyl dicarbonate (CAN:24424-99-5, 12 mmol) and pyridine (3 mL) in CH3CN (50 mL) was stirred at room temperature for 20 min. Ammonium hydroxide solution (25%-28% NH3, 15 mL) was added dropwise during 30 min. The resulting reaction mixture was stirred overnight. During the removal of solvents, the product precipitated, was collected by filtration and dried to give the target compound as a white solid (1.55 g, 86... Starting materials: Oc1ccc(-c2cn3cc(Br)ccc3n2)cc1, CN(C)C=O, ClC(Cl)Cl, Cc1ccc(S(=O)(=O)OCCO)cc1, c1ccc(P(c2ccccc2)c2ccccc2)cc1. The product is Cc1ccc(S(=O)(=O)OCCOc2ccc(-c3cn4cc(Br)ccc4n3)cc2)cc1. Reaction SMILES: [Br:15][c:16]1[cH:17][cH:18][c:19]2[n:20]([cH:21]1)[cH:22][c:23](-[c:25]1[cH:26][cH:27][c:28]([OH:31])[cH:29][cH:30]1)[n:24]2.[CH3:51][N:52]([CH3:53])[CH:54]=[O:55].[CH:56]([Cl:57])([Cl:58])[Cl:59].[OH:1][CH2:2][CH2:3][O:4][S:5](=[O:6])(=[O:7])[c:8]1[cH:9][cH:10][c:11]([CH3:14])[cH:12][cH:13]1.[c:32]1([P:33]([c:34]2[cH:35][cH:36][cH:37][cH:38][cH:39]2)[c:40]2[cH:41][cH:42][cH:43][cH:44][cH:45]2)[cH:46][cH:47][cH:48][cH:49][cH:50]1>>[O:1]([CH2:2][CH2:3][O:4][S:5](=[O:6])(=[O:7])[c:8]1[cH:9][cH:10][c:11]([CH3:14])[cH:12][cH:13]1)[c:28]1[cH:27][cH:26][c:25](-[c:23]2[cH:22][n:20]3[c:19]([cH:18][cH:17][c:16]([Br:15])[cH:21]3)[n:24]2)[cH:30][cH:29]1. Starting materials: CO, CCOCC, Nc1ccc(Oc2ccc3c(c2)CCC(c2ccc(F)cc2F)O3)nc1, CS(=O)(=O)Nc1ccc(Oc2ccc3c(c2)CCC(c2ccccc2)O3)nc1. Product: CS(=O)(=O)Nc1ccc(Oc2ccc3c(c2)CCC(c2ccc(F)cc2F)O3)nc1. As a reaction SMILES: [CH3:55][OH:56].[CH3:57][CH2:58][O:59][CH2:60][CH3:61].[F:29][c:30]1[c:31]([CH:37]2[O:38][c:39]3[cH:40][cH:41][c:42]([O:47][c:48]4[cH:49][cH:50][c:51]([NH2:54])[cH:52][n:53]4)[cH:43][c:44]3[CH2:45][CH2:46]2)[cH:32][cH:33][c:34]([F:36])[cH:35]1.[c:1]1([CH:2]2[CH2:3][CH2:4][c:5]3[c:6]([cH:7][cH:8][c:9]([O:10][c:11]4[n:12][cH:13][c:14]([NH:15][S:25](=[O:26])(=[O:27])[CH3:28])[cH:16][cH:17]4)[cH:18]3)[O:19]2)[cH:20][cH:21][cH:22][cH:23][cH:24]1>>[S:25](=[O:26])(=[O:27])([CH3:28])[NH:54][c:51]1[cH:50][cH:49][c:48]([O:47][c:42]2[cH:41][cH:40][c:39]3[c:44]([cH:43]2)[CH2:45][CH2:46][CH:37]([c:31]2[c:30]([F:29])[cH:35][c:34]([F:36])[cH:33][cH:32]2)[O:38]3)[n:53][cH:52]1. Starting materials: COC(=O)C1=CC(=C(C=C1)N(N)C(C1=CC(=C(C=C1)Cl)S(N)(=O)=O)=O)[N+](=O)[O-] (4-methoxycarbonyl-2-nitro-N-(4'-chloro-3'-sulfamoylbenzoyl)phenylhydrazine), Cl (hydrochloric acid). The solvent is [OH-].[Na+] (sodium hydroxide). RXN SMILES: C[O:2][C:3]([C:5]1[CH:10]=[CH:9][C:8]([N:11]([C:13](=[O:25])[C:14]2[CH:19]=[CH:18][C:17]([Cl:20])=[C:16]([S:21](=[O:24])(=[O:23])[NH2:22])[CH:15]=2)[NH2:12])=[C:7]([N+:26]([O-:28])=[O:27])[CH:6]=1)=[O:4].Cl>[OH-].[Na+]>[C:3]([C:5]1[CH:10]=[CH:9][C:8]([N:11]([C:13](=[O:25])[C:14]2[CH:19]=[CH:18][C:17]([Cl:20])=[C:16]([S:21](=[O:24])(=[O:23])[NH2:22])[CH:15]=2)[NH2:12])=[C:7]([N+:26]([O-:28])=[O:27])[CH:6]=1)([OH:4])=[O:2] |f:2.3|. Isolated yield 92.5%. Product: C(=O)(O)C1=CC(=C(C=C1)N(N)C(C1=CC(=C(C=C1)Cl)S(N)(=O)=O)=O)[N+](=O)[O-] (4-carboxy-2-nitro-N-(4'-chloro-3'-sulfamoyl-benzoyl)phenylhydrazine). Reported procedure: 25.7 g of 4-methoxycarbonyl-2-nitro-N-(4'-chloro-3'-sulfamoylbenzoyl)phenylhydrazine were stirred with 120 ml of 2N sodium hydroxide solution at 50° C. for 4 hours. After cooling down, the pH value of the dark violet solution was adjusted to 5 by adding 2N hydrochloric acid. The yellow precipitate was filtered by suction, washed with water and dried at 80° C. to give 23 g (92.5%) of 4-carboxy-2-nitro-N-(4'-chloro-3'-sulfamoyl-benzoyl)phenylhydrazine as a yellow powder, m.p.: 273°-275° C. (with d...